From a dataset of the Open Reaction Database (ORD), a public repository of structured organic reaction records. describe an organic reaction: reactants, conditions, products, and yield The reactants are Cc1ccccc1, CCOC(C)=O, C=CCC(C)(CC(c1cccc(Cl)c1)C(O)c1ccc(Cl)cc1)C(=O)NC(CC)C(C)O, [NH4+], O=[Mo](=O)([O-])[O-]. Yields the product C=CCC(C)(CC(c1cccc(Cl)c1)C(O)c1ccc(Cl)cc1)C1=NC(CC)C(C)O1. As a reaction SMILES: [CH3:33][c:34]1[cH:35][cH:36][cH:37][cH:38][cH:39]1.[CH3:40][CH2:41][O:42][C:43](=[O:44])[CH3:45].[Cl:1][c:2]1[cH:3][c:4]([CH:8]([CH2:9][C:10]([C:11](=[O:12])[NH:13][CH:14]([CH:15]([CH3:16])[OH:17])[CH2:18][CH3:19])([CH2:20][CH:21]=[CH2:22])[CH3:23])[CH:24]([OH:25])[c:26]2[cH:27][cH:28][c:29]([Cl:32])[cH:30][cH:31]2)[cH:5][cH:6][cH:7]1.[NH4+:46].[O-:47][Mo:48](=[O:49])(=[O:50])[O-:51]>>[Cl:1][c:2]1[cH:3][c:4]([CH:8]([CH2:9][C:10]([C:11]2=[N:13][CH:14]([CH2:18][CH3:19])[CH:15]([CH3:16])[O:17]2)([CH2:20][CH:21]=[CH2:22])[CH3:23])[CH:24]([OH:25])[c:26]2[cH:27][cH:28][c:29]([Cl:32])[cH:30][cH:31]2)[cH:5][cH:6][cH:7]1. Reactants: [Al+3], CCCCCCCCn1c(C)cc2ccccc21, CCn1c(C)c(C(=O)c2c(Cl)c(Cl)c(Cl)c(Cl)c2C(=O)O)c2ccccc21, [Cl-], [Cl-], [Cl-], O=C1OC(=O)c2ccccc21, c1ccccc1. Yields the product CCCCCCCCn1c(C)c(C(=O)c2ccccc2C(=O)O)c2ccccc21. As a reaction SMILES: [Al+3:31].[CH2:12]([CH2:13][CH2:14][CH2:15][CH2:16][CH2:17][CH2:18][CH3:19])[n:20]1[c:21]([CH3:29])[cH:22][c:23]2[cH:24][cH:25][cH:26][cH:27][c:28]12.[CH2:34]([n:35]1[c:36]2[c:37]([cH:38][cH:39][cH:40][cH:41]2)[c:42]([C:43]([c:44]2[c:45]([Cl:46])[c:47]([Cl:48])[c:49]([Cl:50])[c:51]([Cl:52])[c:53]2[C:54]([OH:55])=[O:56])=[O:57])[c:58]1[CH3:59])[CH3:60].[Cl-:30].[Cl-:32].[Cl-:33].[O:1]=[C:2]1[O:3][C:4](=[O:5])[c:6]2[cH:7][cH:8][cH:9][cH:10][c:11]21.[cH:61]1[cH:62][cH:63][cH:64][cH:65][cH:66]1>>[O:1]=[C:2]([OH:3])[c:11]1[c:6]([C:4](=[O:5])[c:22]2[c:21]([CH3:29])[n:20]([CH2:12][CH2:13][CH2:14][CH2:15][CH2:16][CH2:17][CH2:18][CH3:19])[c:28]3[c:23]2[cH:24][cH:25][cH:26][cH:27]3)[cH:7][cH:8][cH:9][cH:10]1. Reactants: C(=O)(C(F)(F)F)O (TFA), C(C)[SiH](CC)CC (triethylsilane), CN(C)C[C@@H](CSC(C1=CC=CC=C1)(C1=CC=CC=C1)C1=CC=CC=C1)N1C=C2N(C(N(C(C2=C1C1=CC=CC=C1)=O)C)=O)C (6-((S)-1-Dimethylaminomethyl-2-tritylsulfanyl-ethyl)-1,3-dimethyl-5-phenyl-1,6-dihydro-pyrrolo[3,4-d]pyrimidine-2,4-dione). The solvent is C(Cl)Cl (DCM). Run at time 20 minute. Yields the product CN(C[C@@H](CS)N1C=C2N(C(N(C(C2=C1C1=CC=CC=C1)=O)C)=O)C)C ((S)-6-(1-(Dimethylamino)-3-mercaptopropan-2-yl)-1,3-dimethyl-5-phenyl-1H-pyrrolo[3,4-d]pyrimidine-2,4(3H,6H)-dione). Reaction SMILES: [CH3:1][N:2]([CH2:4][C@H:5]([N:27]1[C:35]([C:36]2[CH:41]=[CH:40][CH:39]=[CH:38][CH:37]=2)=[C:34]2[C:29]([N:30]([CH3:45])[C:31](=[O:44])[N:32]([CH3:43])[C:33]2=[O:42])=[CH:28]1)[CH2:6][S:7]C(C1C=CC=CC=1)(C1C=CC=CC=1)C1C=CC=CC=1)[CH3:3].C(O)(C(F)(F)F)=O.C([SiH](CC)CC)C>C(Cl)Cl>[CH3:1][N:2]([CH3:3])[CH2:4][C@H:5]([N:27]1[C:35]([C:36]2[CH:41]=[CH:40][CH:39]=[CH:38][CH:37]=2)=[C:34]2[C:29]([N:30]([CH3:45])[C:31](=[O:44])[N:32]([CH3:43])[C:33]2=[O:42])=[CH:28]1)[CH2:6][SH:7]. Reported procedure: 6-((S)-1-Dimethylaminomethyl-2-tritylsulfanyl-ethyl)-1,3-dimethyl-5-phenyl-1,6-dihydro-pyrrolo[3,4-d]pyrimidine-2,4-dione (step 4) (1.3 g, 2.115 mmol) was dissolved in DCM (50 mL) and TFA (5 mL, 64.9 mmol) and triethylsilane (0.675 mL, 4.23 mmol) were added. The mixture was stirred at RT for 1 hour 20 mins. The reaction mixture was rigorously evaporated under vacuum. Purification by chromatography on silica, eluting with 20-100% EtOAc/hexane, 10% MeOH/EtOAc and 10% (7N NH3 in MeOH)/EtOAc gave th... Starting materials: CN(CCN(C=1SC2=C(N1)C=CC(=C2)NC(C2=CC=C(C=C2)I)=O)C)C (N-{2-[(2-dimethylamino-ethyl)-methyl-amino]-benzothiazol-6-yl}-4-iodo-benzamide), ClC1=C(C=CC(=C1)F)B1OC(C(O1)(C)C)(C)C (2-(2-chloro-4-fluoro-phenyl)-4,4,5,5-tetramethyl-[1,3,2]dioxaborolane). Product: CN(CCN(C=1SC2=C(N1)C=CC(=C2)NC(=O)C=2C(=CC=CC2)C2=C(C=C(C=C2)F)Cl)C)C (2′-Chloro-4′-fluoro-biphenyl-carboxylic Acid {2-[(2-dimethylamino-ethyl)-methyl-amino]-benzothiazol-6-yl}-amide). RXN SMILES: [CH3:1][N:2]([CH3:26])[CH2:3][CH2:4][N:5]([CH3:25])[C:6]1[S:7][C:8]2[CH:14]=[C:13]([NH:15][C:16](=[O:24])[C:17]3[CH:22]=[CH:21][C:20](I)=[CH:19][CH:18]=3)[CH:12]=[CH:11][C:9]=2[N:10]=1.[Cl:27][C:28]1[CH:33]=[C:32]([F:34])[CH:31]=[CH:30][C:29]=1B1OC(C)(C)C(C)(C)O1>>[CH3:1][N:2]([CH3:26])[CH2:3][CH2:4][N:5]([CH3:25])[C:6]1[S:7][C:8]2[CH:14]=[C:13]([NH:15][C:16]([C:17]3[C:22]([C:29]4[CH:30]=[CH:31][C:32]([F:34])=[CH:33][C:28]=4[Cl:27])=[CH:21][CH:20]=[CH:19][CH:18]=3)=[O:24])[CH:12]=[CH:11][C:9]=2[N:10]=1. Procedure details: The title compound is prepared by following a procedure analogous to Example 113, Step 1, using N-{2-[(2-dimethylamino-ethyl)-methyl-amino]-benzothiazol-6-yl}-4-iodo-benzamide (0.20 g, 0.42 mmol) and 2-(2-chloro-4-fluoro-phenyl)-4,4,5,5-tetramethyl-[1,3,2]dioxaborolane (0.18 g, 0.71 mmol) to afford 0.072 g (35%). LC/MS, Retention time 4.98 min; (m/z): calcd for C25H24ClFN4OS: 483.0; found: 483.0. The reactants are C1(=CC=CC=C1)C=1OCC(N1)=O (2-phenyloxazol-4(5H)-one), C1(=CC=CC=C1)NN (phenylhydrazine). Run in C(C)O (ethanol). The product is C1(=CC=CC=C1)N1N=C(N=C1CO)C1=CC=CC=C1 ((1,3-Diphenyl-1H-1,2,4-triazol-5-yl)methanol). The yield is 60.9%. Reaction SMILES: [C:1]1([C:7]2[O:8][CH2:9][C:10](=O)[N:11]=2)[CH:6]=[CH:5][CH:4]=[CH:3][CH:2]=1.[C:13]1([NH:19][NH2:20])[CH:18]=[CH:17][CH:16]=[CH:15][CH:14]=1>C(O)C>[C:13]1([N:19]2[C:10]([CH2:9][OH:8])=[N:11][C:7]([C:1]3[CH:6]=[CH:5][CH:4]=[CH:3][CH:2]=3)=[N:20]2)[CH:18]=[CH:17][CH:16]=[CH:15][CH:14]=1. Procedure: A mixture of 2-phenyloxazol-4(5H)-one (600 mg, 3.35 mmol) and phenylhydrazine (420 mg, 382 μL, 3.69 mmol) in ethanol (10 mL) was refluxed for 2 h. The reaction mixture was concentrated in vacuo. The obtained suspension was filtered, washed with EtOH and dried in vacuo to give 513 mg of a light yellow solid which proofed to be product. The filtrate was evaporated to give 430 mg of a yellow solid which also contained a considerable amount of product. Thus, the product was obtained after purificati... Starting materials: O=C(Cl)c1ccccc1, CC(C)(C)NNC(=O)c1ccco1, Cc1ccccc1, [Na+], [OH-], O. Product: CC(C)(C)N(NC(=O)c1ccco1)C(=O)c1ccccc1. As a reaction SMILES: [C:16]([c:17]1[cH:18][cH:19][cH:20][cH:21][cH:22]1)(=[O:23])[Cl:24].[C:1]([CH3:2])([CH3:3])([CH3:4])[NH:5][NH:6][C:7](=[O:8])[c:9]1[o:10][cH:11][cH:12][cH:13]1.[CH3:25][c:26]1[cH:27][cH:28][cH:29][cH:30][cH:31]1.[Na+:15].[OH-:14].[OH2:32]>>[C:1]([CH3:2])([CH3:3])([CH3:4])[N:5]([NH:6][C:7](=[O:8])[c:9]1[o:10][cH:11][cH:12][cH:13]1)[C:16]([c:17]1[cH:18][cH:19][cH:20][cH:21][cH:22]1)=[O:23]. The reactants are [H-].[Al+3].[Li+].[H-].[H-].[H-] (Lithium aluminium hydride), solution, O.O.O.O.O.O.O.O.O.O.S(=O)(=O)([O-])[O-].[Na+].[Na+] (sodium sulfate decahydrate), Weinreb amide, C(C)(C)(C)OC(=O)N[C@@H](CSC(C1=CC=CC=C1)(C1=CC=CC=C1)C1=CC=CC=C1)C(=O)O (N-t-butoxycarbonyl-S-tritylcysteine). The solvent is CCOCC (ether), CCOCC (ether). Reaction conditions: temperature -45 celsius. The product is C(C)(C)(C)OC(=O)N[C@@H](CSC(C1=CC=CC=C1)(C1=CC=CC=C1)C1=CC=CC=C1)C=O (N-t-butoxycarbonyl-S-trityl-Cysteinal). The yield is 93.0%. As a reaction SMILES: [C:1]([O:5][C:6]([NH:8][C@H:9]([C:31](O)=[O:32])[CH2:10][S:11][C:12]([C:25]1[CH:30]=[CH:29][CH:28]=[CH:27][CH:26]=1)([C:19]1[CH:24]=[CH:23][CH:22]=[CH:21][CH:20]=1)[C:13]1[CH:18]=[CH:17][CH:16]=[CH:15][CH:14]=1)=[O:7])([CH3:4])([CH3:3])[CH3:2].[H-].[Al+3].[Li+].[H-].[H-].[H-].O.O.O.O.O.O.O.O.O.O.S([O-])([O-])(=O)=O.[Na+].[Na+]>CCOCC>[C:1]([O:5][C:6]([NH:8][C@H:9]([CH:31]=[O:32])[CH2:10][S:11][C:12]([C:13]1[CH:14]=[CH:15][CH:16]=[CH:17][CH:18]=1)([C:25]1[CH:30]=[CH:29][CH:28]=[CH:27][CH:26]=1)[C:19]1[CH:20]=[CH:21][CH:22]=[CH:23][CH:24]=1)=[O:7])([CH3:3])([CH3:4])[CH3:2] |f:1.2.3.4.5.6,7.8.9.10.11.12.13.14.15.16.17.18.19|. Procedure details: The Weinreb amide of N-t-butoxycarbonyl-S-tritylcysteine, prepared above, (406 mg, 0.8 mmol) was dissolved in anhydrous ether (5 ml) and cooled to -45° C. Lithium aluminium hydride (1 ml of a 1N solution in ether, 1 mmol) was then added keeping the temperature below -35° C., after addition the solution was then allowed to warm to 5° C. The solution was then cooled to -45° C. and sodium sulfate decahydrate (1.25 g) added and the cooling bath removed. After 1. hour the solution was filtered throug... Starting materials: B, O=CNCc1[nH]nc(-c2ccc(F)cc2)c1-c1ccncc1, Cl, C1CCOC1. The product is CNCc1[nH]nc(-c2ccc(F)cc2)c1-c1ccncc1. As a reaction SMILES: [BH3:23].[CH:1](=[O:2])[NH:3][CH2:4][c:5]1[c:6](-[c:17]2[cH:18][cH:19][n:20][cH:21][cH:22]2)[c:7](-[c:10]2[cH:11][cH:12][c:13]([F:16])[cH:14][cH:15]2)[n:8][nH:9]1.[ClH:24].[O:25]1[CH2:26][CH2:27][CH2:28][CH2:29]1>>[CH3:1][NH:3][CH2:4][c:5]1[c:6](-[c:17]2[cH:18][cH:19][n:20][cH:21][cH:22]2)[c:7](-[c:10]2[cH:11][cH:12][c:13]([F:16])[cH:14][cH:15]2)[n:8][nH:9]1. Starting materials: ClC1=C(N)C=CC(=C1)S(N)(=O)=O (2-Chloro-4-sulphamoylaniline), ClCC(=O)Cl (α-chloroacetyl chloride). Yields the product ClCC(=O)NC1=C(C=C(C=C1)S(N)(=O)=O)Cl (2-Chloro-N-(2-chloro-4-sulphamoylphenyl)-acetamide). Reaction SMILES: [Cl:1][C:2]1[CH:8]=[C:7]([S:9](=[O:12])(=[O:11])[NH2:10])[CH:6]=[CH:5][C:3]=1[NH2:4].[Cl:13][CH2:14][C:15](Cl)=[O:16]>>[Cl:13][CH2:14][C:15]([NH:4][C:3]1[CH:5]=[CH:6][C:7]([S:9](=[O:12])(=[O:11])[NH2:10])=[CH:8][C:2]=1[Cl:1])=[O:16]. Procedure: 2-Chloro-4-sulphamoylaniline (50 g) and α-chloroacetyl chloride (24 ml) were refluxed together for 45 min. and the product worked up as in Example 2(a) to yield 59.5 g, m.p. 162°-164° Starting materials: C1CNCCN1, C=Cc1ccccn1, [Na+], [OH-], O. The product is c1ccc(CCN2CCNCC2)nc1. Reaction SMILES: [CH2:1]1[CH2:2][NH:3][CH2:4][CH2:5][NH:6]1.[CH:7](=[CH2:8])[c:9]1[n:10][cH:11][cH:12][cH:13][cH:14]1.[Na+:16].[OH-:15].[OH2:17]>>[CH2:1]1[CH2:2][N:3]([CH2:8][CH2:7][c:9]2[n:10][cH:11][cH:12][cH:13][cH:14]2)[CH2:4][CH2:5][NH:6]1.